Dataset: the Open Reaction Database (ORD), a public repository of structured organic reaction records. Task: describe an organic reaction: reactants, conditions, products, and yield Starting materials: N1C=C(C2=CC=CC=C12)CC(=O)N (indole-3-acetamide), COC(C(=O)C1=CN2CCCC3=CC(=CC1=C23)OC)=O ((8-methoxy-5,6-dihydro-4H-pyrrolo[3,2,1-ij]quinolin-1-yl)oxoacetic acid methyl ester). As a reaction SMILES: [NH:1]1[C:9]2[C:4](=[CH:5][CH:6]=[CH:7][CH:8]=2)[C:3]([CH2:10][C:11]([NH2:13])=[O:12])=[CH:2]1.C[O:15][C:16](=O)[C:17]([C:19]1[C:29]2=[C:30]3[C:25](=[CH:26][C:27]([O:31][CH3:32])=[CH:28]2)[CH2:24][CH2:23][CH2:22][N:21]3[CH:20]=1)=O>>[NH:1]1[C:9]2[C:4](=[CH:5][CH:6]=[CH:7][CH:8]=2)[C:3]([C:10]2[C:11](=[O:12])[NH:13][C:16](=[O:15])[C:17]=2[C:19]2[C:29]3=[C:30]4[C:25](=[CH:26][C:27]([O:31][CH3:32])=[CH:28]3)[CH2:24][CH2:23][CH2:22][N:21]4[CH:20]=2)=[CH:2]1. The product is N1C=C(C2=CC=CC=C12)C=1C(NC(C1C1=CN2CCCC3=CC(=CC1=C23)OC)=O)=O (3-(1H-Indol-3-yl)-4-(8-methoxy-5,6-dihydro-4H-pyrrolo[3,2,1-ij]quinolin-1-yl)-pyrrole-2,5-dione). Procedure: Beginning with indole-3-acetamide and (8-methoxy-5,6-dihydro-4H-pyrrolo[3,2,1-ij]quinolin-1-yl)oxoacetic acid methyl ester, the title compound was prepared essentially as described in Example 1. Starting materials: FC1=C(C=CC(=C1)F)C(C)=O (2′,4′-difluoroacetophenone), COCCO (2-methoxy ethanol), [H-].[Na+] (sodium hydride), O (water). Solvent: O1CCCC1 (tetrahydrofuran), O1CCCC1 (tetrahydrofuran), O1CCCC1 (tetrahydrofuran). Reaction conditions: time 24 hour. The product is FC1=CC(=C(C=C1)C(C)=O)OCCOC (4′-Fluoro-2′-(2-methoxyethoxy)acetophenone). Yield: 69.6%. As a reaction SMILES: [CH3:1][O:2][CH2:3][CH2:4][OH:5].[H-].[Na+].F[C:9]1[CH:14]=[C:13]([F:15])[CH:12]=[CH:11][C:10]=1[C:16](=[O:18])[CH3:17].O>O1CCCC1>[F:15][C:13]1[CH:12]=[CH:11][C:10]([C:16](=[O:18])[CH3:17])=[C:9]([O:5][CH2:4][CH2:3][O:2][CH3:1])[CH:14]=1 |f:1.2|. Procedure: A solution of 1.75 g 2-methoxy ethanol in tetrahydrofuran (23 mL) was added dropwise to a suspension of 0.84 g of 60% sodium hydride in tetrahydrofuran (21 mL), and subsequently a solution of 3.0 g 2′,4′-difluoroacetophenone in tetrahydrofuran (19 mL) was added dropwise thereto. The temperature of the mixture was increased to room temperature, then the mixture was stirred for 24 hours, water was carefully added thereto, and the reaction mixture was extracted with ethyl acetate. The organic layer... The reactants are BrC1=NC=CC=C1OCOC (2-bromo-3-methoxymethoxypyridine), C(CCC)[Li] (n-butyllithium), [Li] (lithium), [N+](=O)([O-])C1=CC=C(C=O)C=C1 (4-nitrobenzaldehyde), [Li] (lithium). The solvent is C(C)OCC (diethylether), CCCCCC (hexane), O (water), O1CCCC1 (tetrahydrofuran). Run at temperature -78 celsius, time 1 hour. Product: COCOC=1C(=NC=CC1)C(O)C1=CC=C(C=C1)[N+](=O)[O-] ((3-methoxymethoxypyridin-2-yl)-(4-nitrophenyl)methanol). Isolated yield 88.5%. As a reaction SMILES: Br[C:2]1[C:7]([O:8][CH2:9][O:10][CH3:11])=[CH:6][CH:5]=[CH:4][N:3]=1.C([Li])CCC.[Li].[N+:18]([C:21]1[CH:28]=[CH:27][C:24]([CH:25]=[O:26])=[CH:23][CH:22]=1)([O-:20])=[O:19]>C(OCC)C.CCCCCC.O1CCCC1.O>[CH3:11][O:10][CH2:9][O:8][C:7]1[C:2]([CH:25]([C:24]2[CH:23]=[CH:22][C:21]([N+:18]([O-:20])=[O:19])=[CH:28][CH:27]=2)[OH:26])=[N:3][CH:4]=[CH:5][CH:6]=1 |^1:16|. Reported procedure: Under nitrogen atmosphere, to a solution of 2-bromo-3-methoxymethoxypyridine (10.00 g) in diethylether (150 ml) was added a solution of n-butyllithium in hexane (1.6M, 31.5 ml) at −78° C., and the mixture was stirred for 1 hour to prepare the lithium salt. The resulting lithium salt was dropwise added to a solution of 4-nitrobenzaldehyde (6.93 g) in tetrahydrofuran (100ml) cooled at −78° C., and the mixture was stirred at the same temperature for 3 hours. To the reaction mixture was added water ... Reactants: C([C@@H]1[C@H]([C@@H]([C@H]([C@H](O1)O[C@]2([C@H]([C@@H]([C@H](O2)CO)O)O)CO)O)O)O)O (sucrose), C(C)(=O)O (acetic acid), C(CCCCCCCCCCCCCCCCC)(=O)OC (methyl stearate). Reagents/catalysts: C([O-])([O-])=O.[K+].[K+] (potassium carbonate). The solvent is CN(C=O)C (dimethylformamide). The product is CCCCCCCCCCCCCCCCCC(=O)O.C(C1C(C(C(C(O1)OC2(C(C(C(O2)CO)O)O)CO)O)O)O)O (sucrose stearic acid ester). Isolated yield 75.8%. RXN SMILES: [CH2:1]([OH:23])[C@H:2]1[O:7][C@H:6]([O:8][C@:9]2([CH2:18][OH:19])[O:13][C@H:12]([CH2:14][OH:15])[C@@H:11]([OH:16])[C@@H:10]2[OH:17])[C@H:5]([OH:20])[C@@H:4]([OH:21])[C@@H:3]1[OH:22].[C:24]([O:43]C)(=[O:42])[CH2:25][CH2:26][CH2:27][CH2:28][CH2:29][CH2:30][CH2:31][CH2:32][CH2:33][CH2:34][CH2:35][CH2:36][CH2:37][CH2:38][CH2:39][CH2:40][CH3:41].C(O)(=O)C>CN(C)C=O.C(=O)([O-])[O-].[K+].[K+]>[CH3:41][CH2:40][CH2:39][CH2:38][CH2:37][CH2:36][CH2:35][CH2:34][CH2:33][CH2:32][CH2:31][CH2:30][CH2:29][CH2:28][CH2:27][CH2:26][CH2:25][C:24]([OH:43])=[O:42].[CH2:1]([OH:23])[CH:2]1[O:7][CH:6]([O:8][C:9]2([CH2:18][OH:19])[O:13][CH:12]([CH2:14][OH:15])[CH:11]([OH:16])[CH:10]2[OH:17])[CH:5]([OH:20])[CH:4]([OH:21])[CH:3]1[OH:22] |f:4.5.6,7.8|. Reported procedure: In 4 l of dimethylformamide was dissolved 1 kg (2.93 mols) of sucrose at 90° C., followed by addition of 10 g of potassium carbonate and 600 g (2 mols) of methyl stearate, and the mixture was reacted under a reduced pressure of 70-90 mmHg at 90° C. for 3 hours. Then, 8 ml of acetic acid was added and the solvent was removed under reduced pressure. The residue was dissolved in 5 l of methyl ethyl ketone and the solution was washed with 3 portions of water. The methyl ethyl ketone was then removed... The reactants are FC1=C(C(=O)NC=2C=C3C(OC(C3=CC2O)(F)F)(F)F)C=CN=C1 (3-fluoro-N-(1,1,3,3-tetrafluoro-6-hydroxy-1,3-dihydroisobenzofuran-5-yl)isonicotinamide), O1CCCC1 (tetrahydrofuran), C1(=CC=CC=C1)P(C1=CC=CC=C1)C1=CC=CC=C1 (triphenylphosphine), N(=NC(=O)OCC)C(=O)OCC (diethyl azodicarboxylate). Run in C1(=CC=CC=C1)C (toluene). Conditions: time 1 hour. The product is FC1(OC(C2=CC3=C(N=C(O3)C3=C(C=NC=C3)F)C=C21)(F)F)F (5,5,7,7-tetrafluoro-2-(3-fluoropyridin-4-yl)-5,7-dihydro-furo[3′,4′:4,5]benzo[1,2-d]oxazole). Isolated yield 78.8%. As a reaction SMILES: [F:1][C:2]1[CH:24]=[N:23][CH:22]=[CH:21][C:3]=1[C:4]([NH:6][C:7]1[CH:8]=[C:9]2[C:13](=[CH:14][C:15]=1O)[C:12]([F:18])([F:17])[O:11][C:10]2([F:20])[F:19])=[O:5].O1CCCC1.C1(P(C2C=CC=CC=2)C2C=CC=CC=2)C=CC=CC=1.N(C(OCC)=O)=NC(OCC)=O>C1(C)C=CC=CC=1>[F:20][C:10]1([F:19])[C:9]2[C:13](=[CH:14][C:15]3[O:5][C:4]([C:3]4[CH:21]=[CH:22][N:23]=[CH:24][C:2]=4[F:1])=[N:6][C:7]=3[CH:8]=2)[C:12]([F:17])([F:18])[O:11]1. Procedure details: To a mixture of 1.46 g of 3-fluoro-N-(1,1,3,3-tetrafluoro-6-hydroxy-1,3-dihydroisobenzofuran-5-yl)isonicotinamide, 10 ml of tetrahydrofuran and 2.02 g of triphenylphosphine, 0.90 g of 40% toluene solution of diethyl azodicarboxylate was added dropwise at room temperature, and the reaction mixture was stirred for one hour. The reaction mixture was concentrated under reduced pressure. The residue was subjected to silica gel column chromatography to give 1.09 g of 5,5,7,7-tetrafluoro-2-(3-fluoropyr... Reactants: [N+](=O)([O-])C=1C(=C(C=O)C=C(C1)[N+](=O)[O-])O (3,5-dinitro-2-hydroxybenzaldehyde), C(C)(C)(C)NO (N-tert-butylhydroxylamine). The product is [N+](=O)([O-])C=1C(=C(C=C(C1)[N+](=O)[O-])C=[N+]([O-])C(C)(C)C)O (α-(3,5-Dinitro-2-hydroxyphenyl)-N-tert-butylnitrone). As a reaction SMILES: [N+:1]([C:4]1[C:5]([OH:15])=[C:6]([CH:9]=[C:10]([N+:12]([O-:14])=[O:13])[CH:11]=1)[CH:7]=O)([O-:3])=[O:2].[C:16]([NH:20][OH:21])([CH3:19])([CH3:18])[CH3:17]>>[N+:1]([C:4]1[C:5]([OH:15])=[C:6]([CH:7]=[N+:20]([C:16]([CH3:19])([CH3:18])[CH3:17])[O-:21])[CH:9]=[C:10]([N+:12]([O-:14])=[O:13])[CH:11]=1)([O-:3])=[O:2]. Procedure: The title compound was prepared according to the procedure described in Example 13 using 3,5-dinitro-2-hydroxybenzaldehyde and N-tert-butylhydroxylamine. The title compound was isolated in 4.4% yield as a yellow crystalline solid, m.p. 200.3° C. (Rf=0.15 on a silica gel plate using 10:1 EtOAc/MeOH as an eluant). Reactants: O=C([O-])[O-], C1CNCCN1, CC#N, N#Cc1ccc(Cl)c(F)c1, [K+], [K+]. The product is N#Cc1ccc(N2CCNCC2)c(F)c1. As a reaction SMILES: [C:17](=[O:18])([O-:19])[O-:20].[CH2:11]1[CH2:12][NH:13][CH2:14][CH2:15][NH:16]1.[CH3:23][C:24]#[N:25].[Cl:1][c:2]1[c:3]([F:10])[cH:4][c:5]([C:6]#[N:7])[cH:8][cH:9]1.[K+:21].[K+:22]>>[c:2]1([N:13]2[CH2:12][CH2:11][NH:16][CH2:15][CH2:14]2)[c:3]([F:10])[cH:4][c:5]([C:6]#[N:7])[cH:8][cH:9]1.